Dataset: the Open Reaction Database (ORD), a public repository of structured organic reaction records. Task: describe an organic reaction: reactants, conditions, products, and yield The reactants are BrC=1C=C(C=CC(=O)NC2=CC=C(CN3CCCCC3)C=C2)C=CC1 (1-(4-(3-bromocinnamoylamino)-benzyl)piperidine), B(OC1=CC=C(C=C1)OC)([O-])[O-] (4-methoxyphenyl borate), C([O-])([O-])=O.[K+].[K+] (potassium carbonate), C(C)O (ethanol). The reagents and catalysts are C=1C=CC(=CC1)[P](C=2C=CC=CC2)(C=3C=CC=CC3)[Pd]([P](C=4C=CC=CC4)(C=5C=CC=CC5)C=6C=CC=CC6)([P](C=7C=CC=CC7)(C=8C=CC=CC8)C=9C=CC=CC9)[P](C=1C=CC=CC1)(C=1C=CC=CC1)C=1C=CC=CC1 (tetrakistriphenylphosphinepalladium). Solvent: C1(=CC=CC=C1)C (toluene). Conditions: time 30 minute. Product: COC1=CC=C(C=C1)C=1C=C(C=CC(=O)NC2=CC=C(CN3CCCCC3)C=C2)C=CC1 (1-(4-(3-(4-methoxyphenyl)-cinnamoylamino)benzyl)piperidine). Isolated yield 105.6%. Reaction SMILES: Br[C:2]1[CH:3]=[C:4]([CH:23]=[CH:24][CH:25]=1)[CH:5]=[CH:6][C:7]([NH:9][C:10]1[CH:22]=[CH:21][C:13]([CH2:14][N:15]2[CH2:20][CH2:19][CH2:18][CH2:17][CH2:16]2)=[CH:12][CH:11]=1)=[O:8].B([O-])([O-])O[C:28]1[CH:33]=[CH:32][C:31]([O:34][CH3:35])=[CH:30][CH:29]=1.C(=O)([O-])[O-].[K+].[K+].C(O)C>C1(C)C=CC=CC=1.C1C=CC([P]([Pd]([P](C2C=CC=CC=2)(C2C=CC=CC=2)C2C=CC=CC=2)([P](C2C=CC=CC=2)(C2C=CC=CC=2)C2C=CC=CC=2)[P](C2C=CC=CC=2)(C2C=CC=CC=2)C2C=CC=CC=2)(C2C=CC=CC=2)C2C=CC=CC=2)=CC=1>[CH3:35][O:34][C:31]1[CH:32]=[CH:33][C:28]([C:2]2[CH:3]=[C:4]([CH:23]=[CH:24][CH:25]=2)[CH:5]=[CH:6][C:7]([NH:9][C:10]2[CH:22]=[CH:21][C:13]([CH2:14][N:15]3[CH2:20][CH2:19][CH2:18][CH2:17][CH2:16]3)=[CH:12][CH:11]=2)=[O:8])=[CH:29][CH:30]=1 |f:2.3.4,^1:57,59,78,97|. Procedure: A suspension of 1-(4-(3-bromocinnamoylamino)-benzyl)piperidine (0.4g), 4-methoxyphenyl borate (0.14g), 1 M potassium carbonate (2ml) and ethanol (1ml) in toluene (5ml) was stirred under argon atmosphere at room temperature for 30 minutes. To the suspension was added tetrakistriphenylphosphinepalladium (0.05g), and the mixture was refluxed over night. The mixture was extracted with ethyl acetate, and the organic layer was washed with water and saturated sodium chloride solution, and dried with an... Reaction SMILES: [CH3:1][O:2][C:3]1[C:8]([OH:9])=[CH:7][CH:6]=[CH:5][C:4]=1[C:10]1[NH:18][C:17]2[C:12](=[N:13][CH:14]=[N:15][CH:16]=2)[N:11]=1.[CH3:19][S:20](Cl)(=[O:22])=[O:21]>>[CH3:1][O:2][C:3]1[C:8]([O:9][S:20]([CH3:19])(=[O:22])=[O:21])=[CH:7][CH:6]=[CH:5][C:4]=1[C:10]1[NH:18][C:17]2[C:12](=[N:13][CH:14]=[N:15][CH:16]=2)[N:11]=1. Reactants: COC1=C(C=CC=C1O)C1=NC2=NC=NC=C2N1 (8-(2'-methoxy-3'-hydroxy-phenyl)-purine), CS(=O)(=O)Cl (methanesulfonic acid chloride). Product: COC1=C(C=CC=C1OS(=O)(=O)C)C1=NC2=NC=NC=C2N1 (8-(2'-Methoxy-3'-methanesulfonyloxy-phenyl)-purine). Procedure: Prepared analogously to Example 1 from 8-(2'-methoxy-3'-hydroxy-phenyl)-purine and methanesulfonic acid chloride. Starting materials: ClC1=NC(=CN=C1CC)CC (2-chloro-3,6-diethylpyrazine), C1(=CC=CC=C1)C (toluene), C(C)C(CC)N (1-ethyl propylamine), CC(C)([O-])C.[Na+] (sodium tert-butoxide), (dibenzylidineacetone)dipalladium (0). The reagents and catalysts are C(C)(C)(C)P(C1=C(C=CC=C1)C1=CC=CC=C1)C(C)(C)C (2-(di-tert-butylphosphino)biphenyl). Procedure: A 250 mL dry round bottom flask equipped with a magnetic stir bar and reflux condenser was charged with 2-chloro-3,6-diethylpyrazine (9.22 g, 54 mmol), dry toluene (108 mL), 1-ethyl propylamine (12.6 mL, 108 mmol), 2-(di-tert-butylphosphino)biphenyl (0.966 g, 3.24 mmol), sodium tert-butoxide (7.26 g, 75.6 mmol), and tris (dibenzylidineacetone)dipalladium (0) (1.48 g, 1.62 mmol) respectively. The mixture was heated to 100° C. for 4 hours. After cooling to ambient temperature, the reaction was pou... Isolated yield 83.7%. Solvent: C(=O)(O)[O-].[Na+] (NaHCO3). As a reaction SMILES: Cl[C:2]1[C:7]([CH2:8][CH3:9])=[N:6][CH:5]=[C:4]([CH2:10][CH3:11])[N:3]=1.C1(C)C=CC=CC=1.[CH2:19]([CH:21]([NH2:24])[CH2:22][CH3:23])[CH3:20].CC(C)([O-])C.[Na+]>C([O-])(O)=O.[Na+].C(P(C(C)(C)C)C1C=CC=CC=1C1C=CC=CC=1)(C)(C)C>[CH2:8]([C:7]1[C:2]([NH:24][CH:21]([CH2:22][CH3:23])[CH2:19][CH3:20])=[N:3][C:4]([CH2:10][CH3:11])=[CH:5][N:6]=1)[CH3:9] |f:3.4,5.6|. Run at temperature 100 celsius. The product is C(C)C=1C(=NC(=CN1)CC)NC(CC)CC (3,6-diethyl-N-(1-ethylpropyl)pyrazin-2-amine). Reactants: BrC1=C(C=C(C=C1)C(C)(C)O)C (2-(4-Bromo-3-methyl-phenyl)-propan-2-ol), BrN1C(CCC1=O)=O (N-bromosuccinimide), C(C1=CC=CC=C1)(=O)OOC(C1=CC=CC=C1)=O (benzoyl peroxide). Solvent: C(Cl)(Cl)(Cl)Cl (CCl4). The product is BrC1=C(C=C(C=C1)C(C)(C)O)CBr (2-(4-Bromo-3-bromomethyl-phenyl)-propan-2-ol). RXN SMILES: [Br:1][C:2]1[CH:7]=[CH:6][C:5]([C:8]([OH:11])([CH3:10])[CH3:9])=[CH:4][C:3]=1[CH3:12].[Br:13]N1C(=O)CCC1=O.C(OOC(=O)C1C=CC=CC=1)(=O)C1C=CC=CC=1>C(Cl)(Cl)(Cl)Cl>[Br:1][C:2]1[CH:7]=[CH:6][C:5]([C:8]([OH:11])([CH3:9])[CH3:10])=[CH:4][C:3]=1[CH2:12][Br:13]. Procedure details: 2-(4-Bromo-3-methyl-phenyl)-propan-2-ol (0.916 g, 4.0 mmol) in CCl4 (30 mL) was treated with N-bromosuccinimide (0.750 g, 4.2 mmol) and benzoyl peroxide (0.050 g, 0.2 mmol), and the reaction was refluxed under a halogen lamp for 2 hours. After cooling to room temperature, the mixture was partitioned between CH2Cl2 and H2O, and the organic layer was dried, filtered, and concentrated. The residue was purified by silica gel chromatography to give the title compound. Starting materials: Brc1nc(Br)n(C(c2ccccc2)(c2ccccc2)c2ccccc2)n1, CCOc1cc(C=Nc2ccc(C#N)cc2)c(F)c(OC(C)C)c1, C1CCOC1, [Li]CCCC. The product is CCOc1cc(CN(c2ccc(C#N)cc2)c2nc(Br)nn2C(c2ccccc2)(c2ccccc2)c2ccccc2)c(F)c(OC(C)C)c1. RXN SMILES: [Br:1][c:2]1[n:3][n:4]([C:8]([c:9]2[cH:10][cH:11][cH:12][cH:13][cH:14]2)([c:15]2[cH:16][cH:17][cH:18][cH:19][cH:20]2)[c:21]2[cH:22][cH:23][cH:24][cH:25][cH:26]2)[c:5]([Br:7])[n:6]1.[CH2:32]([CH3:33])[O:34][c:35]1[cH:36][c:37]([O:52][CH:53]([CH3:54])[CH3:55])[c:38]([F:51])[c:39]([CH:40]=[N:41][c:42]2[cH:43][cH:44][c:45]([C:46]#[N:47])[cH:48][cH:49]2)[cH:50]1.[CH2:56]1[O:57][CH2:58][CH2:59][CH2:60]1.[CH3:27][CH2:28][CH2:29][CH2:30][Li:31]>>[Br:1][c:2]1[n:3][n:4]([C:8]([c:9]2[cH:10][cH:11][cH:12][cH:13][cH:14]2)([c:15]2[cH:16][cH:17][cH:18][cH:19][cH:20]2)[c:21]2[cH:22][cH:23][cH:24][cH:25][cH:26]2)[c:5]([N:41]([CH2:40][c:39]2[c:38]([F:51])[c:37]([O:52][CH:53]([CH3:54])[CH3:55])[cH:36][c:35]([O:34][CH2:32][CH3:33])[cH:50]2)[c:42]2[cH:43][cH:44][c:45]([C:46]#[N:47])[cH:48][cH:49]2)[n:6]1.